Task: describe an organic reaction: reactants, conditions, products, and yield. Dataset: the Open Reaction Database (ORD), a public repository of structured organic reaction records Reactants: BrCCCCOC1=CC=C(C(=O)OC)C=C1 (methyl 4-(4-bromobutoxy)benzoate), CC(CN1C=CC2=C(C(=CC=C12)O)CCC)(C)C (1-(2,2-dimethylpropyl)-4-propyl-1H-indol-5-ol). The product is CC(CN1C=CC2=C(C(=CC=C12)OCCCCOC1=CC=C(C(=O)O)C=C1)CCC)(C)C (4-{4-[1-(2,2-Dimethyl-propyl)-4-propyl-1H-indol-5-yloxy]-butoxy}-benzoic acid). RXN SMILES: Br[CH2:2][CH2:3][CH2:4][CH2:5][O:6][C:7]1[CH:16]=[CH:15][C:10]([C:11]([O:13]C)=[O:12])=[CH:9][CH:8]=1.[CH3:17][C:18]([CH3:34])([CH3:33])[CH2:19][N:20]1[C:28]2[C:23](=[C:24]([CH2:30][CH2:31][CH3:32])[C:25]([OH:29])=[CH:26][CH:27]=2)[CH:22]=[CH:21]1>>[CH3:17][C:18]([CH3:33])([CH3:34])[CH2:19][N:20]1[C:28]2[C:23](=[C:24]([CH2:30][CH2:31][CH3:32])[C:25]([O:29][CH2:2][CH2:3][CH2:4][CH2:5][O:6][C:7]3[CH:16]=[CH:15][C:10]([C:11]([OH:13])=[O:12])=[CH:9][CH:8]=3)=[CH:26][CH:27]=2)[CH:22]=[CH:21]1. Procedure: Similar procedures as outlined in examples 1 & 26 were followed using methyl 4-(4-bromobutoxy)benzoate and 1-(2,2-dimethylpropyl)-4-propyl-1H-indol-5-ol. 1H NMR (500 MHz, DMSO) δ 12.64 (s, 1H), 7.92 (d, 2H), 7.24 (d, 1H), 7.20 (s, 1H), 7.02 (d, 2H), 6.87 (d, 1H), 6.37 (d, 1H), 4.14 (t, 2H), 4.01 (t, 2H), 3.90 (s, 2H), 2.77 (t, 2H), 1.95 (m, 2H), 1.88 (m, 2H), 1.59 (m, 2H), 0.92 (s, 9H), 0.90 (t, 3H). MS (ESI): 438 (M+H).